Dataset: the Open Reaction Database (ORD), a public repository of structured organic reaction records. Task: describe an organic reaction: reactants, conditions, products, and yield Isolated yield 76.8%. Reactants: ClC=1C=2C3=C(C(=NC3=CC1)S)C=CC2 (6-chloro-benz[cd]indole-2-thiol), N1(C=NC=C1)CCCCCN (5-(1H-imidazol-1-yl)pentanamine), mercuric acetate. Run in C(C)O (ethanol). Reported procedure: A mixture of 4.4 g of 6-chloro-benz[cd]indole-2-thiol, 3.06 g of 5-(1H-imidazol-1-yl)pentanamine, 6.3 g of mercuric acetate and 150 ml of ethanol was reacted as described in Example 1, giving 5.2 g of the desired product, mp 132°-134° C. The product is ClC=1C=2C3=C(C(=NC3=CC1)NCCCCCN1C=NC=C1)C=CC2 (6-Chloro-N-[5-(1H-imidazol-1-yl)pentyl]benz[cd]indol-2-amine). RXN SMILES: [Cl:1][C:2]1[C:3]2[C:4]3[C:8](=[CH:9][CH:10]=1)[N:7]=[C:6](S)[C:5]=3[CH:12]=[CH:13][CH:14]=2.[N:15]1([CH2:20][CH2:21][CH2:22][CH2:23][CH2:24][NH2:25])[CH:19]=[CH:18][N:17]=[CH:16]1>C(O)C>[Cl:1][C:2]1[C:3]2[C:4]3[C:8](=[CH:9][CH:10]=1)[N:7]=[C:6]([NH:25][CH2:24][CH2:23][CH2:22][CH2:21][CH2:20][N:15]1[CH:19]=[CH:18][N:17]=[CH:16]1)[C:5]=3[CH:12]=[CH:13][CH:14]=2. Starting materials: C(C1=CC=CC=C1)(=O)OC1C(N(C2=CC=CC=C12)CCC)=O (2-oxo-1-propylindolin-3-yl benzoate), C(CCC)N1C(C(C2=CC=CC=C12)=O)=O (1-butylindoline-2,3-dione). Product: C(C1=CC=CC=C1)(=O)OC1C(N(C2=CC=CC=C12)CCCC)=O (1-butyl-2-oxoindolin-3-yl benzoate). RXN SMILES: [C:1]([O:9][CH:10]1[C:18]2[C:13](=[CH:14][CH:15]=[CH:16][CH:17]=2)[N:12]([CH2:19][CH2:20][CH3:21])[C:11]1=[O:22])(=[O:8])[C:2]1[CH:7]=[CH:6][CH:5]=[CH:4][CH:3]=1.[CH2:23](N1C2C(=CC=CC=2)C(=O)C1=O)CCC>>[C:1]([O:9][CH:10]1[C:18]2[C:13](=[CH:14][CH:15]=[CH:16][CH:17]=2)[N:12]([CH2:19][CH2:20][CH2:21][CH3:23])[C:11]1=[O:22])(=[O:8])[C:2]1[CH:3]=[CH:4][CH:5]=[CH:6][CH:7]=1. Reported procedure: Was prepared in a method analogous to 2-oxo-1-propylindolin-3-yl benzoate using 1-butylindoline-2,3-dione. 1H-NMR δ 8.11 (d, 2H), 7.58 (m, 1H), 7.49-7.34 (m, 4H), 7.05 (dd, 1H), 6.89 (d, 1H), 6.19 (s, 1H), 3.75 (m, 2H), 1.73 (m, 2H), 1.44 (m, 2H), 0.99 (t, 3H). Reactants: O (water), C([O-])(O)=O.[K+] (potassium bicarbonate), FC1=CC(=C(N)C=C1F)[N+](=O)[O-] (4,5-difluoro-2-nitroaniline), C(C)(C)(C)OC(=O)N1CCNCC1 (piperazine-1-carboxylic acid tert-butyl ester). Solvent: CN(C)C=O (DMF). Conditions: temperature 60 celsius. Product: C(C)(C)(C)OC(=O)N1CCN(CC1)C1=C(C=C(C(=C1)N)[N+](=O)[O-])F (4-(5-amino-2-fluoro-4-nitrophenyl)piperazine-1-carboxylic acid tert-butyl ester). Isolated yield 71.6%. As a reaction SMILES: C(=O)(O)[O-].[K+].[F:6][C:7]1[C:13](F)=[CH:12][C:10]([NH2:11])=[C:9]([N+:15]([O-:17])=[O:16])[CH:8]=1.[C:18]([O:22][C:23]([N:25]1[CH2:30][CH2:29][NH:28][CH2:27][CH2:26]1)=[O:24])([CH3:21])([CH3:20])[CH3:19].O>CN(C=O)C>[C:18]([O:22][C:23]([N:25]1[CH2:30][CH2:29][N:28]([C:13]2[CH:12]=[C:10]([NH2:11])[C:9]([N+:15]([O-:17])=[O:16])=[CH:8][C:7]=2[F:6])[CH2:27][CH2:26]1)=[O:24])([CH3:21])([CH3:19])[CH3:20] |f:0.1|. Reported procedure: 2.4 g of potassium bicarbonate and 1 g of 4,5-difluoro-2-nitroaniline are added to a solution of 3.3 g of piperazine-1-carboxylic acid tert-butyl ester in 30 mL of anhydrous DMF. The reaction medium is heated at 60° C. using an oil bath for 30 minutes. The reaction medium is cooled to ambient temperature, then 150 mL of water are added thereto, and precipitation occurs. The precipitate is filtered off through sintered glass. The solid is dried in an oven at 50° C. 1.4 g of 4-(5-amino-2-fluoro-4-... Starting materials: N1(N=NC2=C1C=CC=C2)OC=2C=1N=CN([C@H]3[C@H](O[Si](C)(C)C(C)(C)C)[C@H](O[Si](C)(C)C(C)(C)C)[C@@H](CO[Si](C)(C)C(C)(C)C)O3)C1N=CN2 (O6-(benzotriazol-1-yl)-2′,3′,5′-tris-O-(tert-butyldimethylsilyl)inosine), C(=O)([O-])[O-].[Cs+].[Cs+] (Cs2CO3), OC=1C=CC=C2C=CC=NC12 (8-hydroxyquinoline), [Si](C)(C)(C(C)(C)C)O[C@H]1C[C@@H](O[C@@H]1CO[Si](C)(C)C(C)(C)C)N1C=NC=2C(OC3=CC=C(C=C3)[N+](=O)[O-])=NC=NC12 (3′,5′-bis-O-(tert-butyldimethylsilyl)-O6-(4-nitrophenyl)-2′-deoxyinosine). The solvent is COCCOC (DME). The product is quinolinyl, N1=CC=CC2=CC=CC(=C12)OC=1C=2N=CN([C@H]3[C@H](O[Si](C)(C)C(C)(C)C)[C@H](O[Si](C)(C)C(C)(C)C)[C@@H](CO[Si](C)(C)C(C)(C)C)O3)C2N=CN1 (O6-(Quinolin-8-yl)-2′,3′,5′-tris-O-(tert-butyldimethylsilyl)inosine). The yield is 72.4%. Reaction SMILES: [Si](O[C@@H]1[C@@H](CO[Si](C(C)(C)C)(C)C)O[C@@H](N2C3N=CN=C(OC4C=CC([N+]([O-])=O)=CC=4)C=3N=C2)C1)(C(C)(C)C)(C)C.N1(O[C:52]2[C:53]3[N:54]=[CH:55][N:56]([C:87]=3[N:88]=[CH:89][N:90]=2)[C@@H:57]2[O:86][C@H:76]([CH2:77][O:78][Si:79]([C:82]([CH3:85])([CH3:84])[CH3:83])([CH3:81])[CH3:80])[C@@H:67]([O:68][Si:69]([C:72]([CH3:75])([CH3:74])[CH3:73])([CH3:71])[CH3:70])[C@H:58]2[O:59][Si:60]([C:63]([CH3:66])([CH3:65])[CH3:64])([CH3:62])[CH3:61])C2C=CC=CC=2N=N1.C([O-])([O-])=O.[Cs+].[Cs+].[OH:97][C:98]1[CH:99]=[CH:100][CH:101]=[C:102]2[C:107]=1[N:106]=[CH:105][CH:104]=[CH:103]2>COCCOC>[N:106]1[C:107]2[C:102](=[CH:101][CH:100]=[CH:99][C:98]=2[O:97][C:52]2[C:53]3[N:54]=[CH:55][N:56]([C:87]=3[N:88]=[CH:89][N:90]=2)[C@@H:57]2[O:86][C@H:76]([CH2:77][O:78][Si:79]([C:82]([CH3:85])([CH3:84])[CH3:83])([CH3:81])[CH3:80])[C@@H:67]([O:68][Si:69]([C:72]([CH3:73])([CH3:74])[CH3:75])([CH3:70])[CH3:71])[C@H:58]2[O:59][Si:60]([C:63]([CH3:66])([CH3:65])[CH3:64])([CH3:61])[CH3:62])[CH:103]=[CH:104][CH:105]=1 |f:2.3.4|. Procedure details: As described for the synthesis of 3′,5′-bis-O-(tert-butyldimethylsilyl)-O6-(4-nitrophenyl)-2′-deoxyinosine, this quinolinyl derivative was prepared by a reaction between O6-(benzotriazol-1-yl)-2′,3′,5′-tris-O-(tert-butyldimethylsilyl)inosine (27) (71.8 mg, 0.099 mmol), Cs2CO3 (65.2 mg, 0.200 mmol) and 8-hydroxyquinoline (16.0 mg, 0.110 mmol) in dry DME (1.0 mL) at 85° C. for 1 h. Chromatographic purification (SiO2, elution with 50% EtOAc in hexanes) afforded 52.9 mg (72% yield) of the title comp... RXN SMILES: [CH2:1]1[S:5][CH2:4][NH:3][CH:2]1[C:6]([OH:8])=[O:7].[Na].N.[CH2:11]1[S:15][CH2:14][NH:13][C@H:12]1[C:16]([OH:18])=[O:17]>>[C:6]([CH:2]([NH:3][CH2:4][CH2:14][NH:13][CH:12]([C:16]([OH:18])=[O:17])[CH2:11][SH:15])[CH2:1][SH:5])([OH:8])=[O:7].[NH2:3][CH:2]([C:6]([OH:8])=[O:7])[CH2:1][SH:5].[CH2:6]=[O:7] |^1:8|. The reactants are ( 1 ), C1[C@@H](NCS1)C(=O)O (D-thiazolidine-4-carboxylic acid), S1CNC(C1)C(=O)O (racemic thiazolidine-4-carboxylic acid), C1C(NCS1)C(=O)O (L-thiazolidine-4-carboxylic acid), [Na] (sodium), N (ammonia). Product: C(=O)(O)C(CS)NCCNC(CS)C(=O)O (N,N'-bis(1-carboxy-2-mercaptoethyl)ethylenediamine), thiazolidine carboxylic acids, NC(CS)C(=O)O (DL-cystein), C=O (formaldehyde). Procedure: The L,L-isomer of the title compound is prepared by reductive dimerisation of L-thiazolidine-4-carboxylic acid under the influence of sodium in liquid ammonia, as described in Blondeau et al in Can. J. Chem. 45 (1), 49-52 (1967). The corresponding D,D-isomer and the meso form (L,L-isomer) are prepared in a corresponding manner from D-thiazolidine-4-carboxylic acid and racemic thiazolidine-4-carboxylic acid, respectively. These thiazolidine carboxylic acids are obtained by reaction of L-, D- or D... Reactants: COc1cc(-c2nc3sc4c(c3c(=O)n2Cc2ccccc2)CCCC4)cc(OC)c1OC, ClCCl, O=[Cr](=O)([O-])Cl, c1cc[nH+]cc1. The product is COc1cc(-c2nc3sc4c(c3c(=O)n2Cc2ccccc2)CCCC4=O)cc(OC)c1OC. As a reaction SMILES: [CH2:1]([c:2]1[cH:3][cH:4][cH:5][cH:6][cH:7]1)[n:8]1[c:9](-[c:22]2[cH:23][c:24]([O:32][CH3:33])[c:25]([O:30][CH3:31])[c:26]([O:28][CH3:29])[cH:27]2)[n:10][c:11]2[c:12]([c:13]1=[O:14])[c:15]1[c:16]([s:17]2)[CH2:18][CH2:19][CH2:20][CH2:21]1.[Cl:45][CH2:46][Cl:47].[O:34]=[Cr:35]([Cl:36])([O-:37])=[O:38].[nH+:39]1[cH:40][cH:41][cH:42][cH:43][cH:44]1>>[CH2:1]([c:2]1[cH:3][cH:4][cH:5][cH:6][cH:7]1)[n:8]1[c:9](-[c:22]2[cH:23][c:24]([O:32][CH3:33])[c:25]([O:30][CH3:31])[c:26]([O:28][CH3:29])[cH:27]2)[n:10][c:11]2[c:12]([c:13]1=[O:14])[c:15]1[c:16]([s:17]2)[C:18](=[O:34])[CH2:19][CH2:20][CH2:21]1. The reactants are C(C1=CC=CC=C1)OC1=CC=C(C=C1)O (4-benzyloxyphenol), [H-].[Na+] (sodium hydride), ice water, [H][H] (hydrogen), ClC=1N=[N+](C2=C(N1)C=CC(=C2)Cl)[O-] (3,7-dichloro-1,2,4-benzotriazine-1-oxide). The solvent is CN(C=O)C (dimethylformamide), CN(C=O)C (dimethylformamide). Reaction conditions: temperature 125 celsius, time 8 hour. Product: C(C1=CC=CC=C1)OC1=CC=C(OC=2N=[N+](C3=C(N2)C=CC(=C3)Cl)[O-])C=C1 (3-(4-Benzyloxyphenoxy)-7-chloro-1,2,4-benzotriazine-1-oxide). Reaction SMILES: [CH2:1]([O:8][C:9]1[CH:14]=[CH:13][C:12]([OH:15])=[CH:11][CH:10]=1)[C:2]1[CH:7]=[CH:6][CH:5]=[CH:4][CH:3]=1.[H-].[Na+].[H][H].Cl[C:21]1[N:22]=[N+:23]([O-:32])[C:24]2[CH:30]=[C:29]([Cl:31])[CH:28]=[CH:27][C:25]=2[N:26]=1>CN(C)C=O>[CH2:1]([O:8][C:9]1[CH:10]=[CH:11][C:12]([O:15][C:21]2[N:22]=[N+:23]([O-:32])[C:24]3[CH:30]=[C:29]([Cl:31])[CH:28]=[CH:27][C:25]=3[N:26]=2)=[CH:13][CH:14]=1)[C:2]1[CH:3]=[CH:4][CH:5]=[CH:6][CH:7]=1 |f:1.2|. Reported procedure: In a nitrogen atmosphere, a solution of 0.1 mole 4-benzyloxyphenol in 50 cc dimethylformamide is added dropwise at about 15° C. to 0.1 mole 57% sodium hydride in 25 cc dimethylformamide. When evolution of hydrogen ceases, 0.1 mole 3,7-dichloro-1,2,4-benzotriazine-1-oxide is added and the reaction mixture is heated at 125° C. for about 2 hours. After standing overnight at room temperature, the reaction mixture is poured into ice-water (~500 cc). The solid product is filtered and crystallized from...